This data is from the Open Reaction Database (ORD), a public repository of structured organic reaction records. The task is: describe an organic reaction: reactants, conditions, products, and yield The reactants are O=C([O-])[O-], C=CCn1c(S(C)(=O)=O)nc2c(c1=O)C1(CCCCC1)Cc1ccccc1-2, CCN, CCOCC, CN(C)C=O, [K+], [K+], C1CCOC1. Yields the product C=CCn1c(NCC)nc2c(c1=O)C1(CCCCC1)Cc1ccccc1-2. Reaction SMILES: [C:28](=[O:29])([O-:30])[O-:31].[CH2:1]([CH:2]=[CH2:3])[n:4]1[c:5]([S:24]([CH3:25])(=[O:26])=[O:27])[n:6][c:7]2[c:12]([c:13]1=[O:14])[C:11]1([CH2:10][c:9]3[c:8]-2[cH:23][cH:22][cH:21][cH:20]3)[CH2:15][CH2:16][CH2:17][CH2:18][CH2:19]1.[CH3:34][CH2:35][NH2:36].[CH3:42][CH2:43][O:44][CH2:45][CH3:46].[CH3:47][N:48]([CH3:49])[CH:50]=[O:51].[K+:32].[K+:33].[O:37]1[CH2:38][CH2:39][CH2:40][CH2:41]1>>[CH2:1]([CH:2]=[CH2:3])[n:4]1[c:5]([NH:36][CH2:35][CH3:34])[n:6][c:7]2[c:12]([c:13]1=[O:14])[C:11]1([CH2:10][c:9]3[c:8]-2[cH:23][cH:22][cH:21][cH:20]3)[CH2:15][CH2:16][CH2:17][CH2:18][CH2:19]1. Starting materials: CO, O=[N+]([O-])c1ccc(N2CCOCC2)cc1F, [Pd]. Product: Nc1ccc(N2CCOCC2)cc1F. Reaction SMILES: [CH3:17][OH:18].[F:1][c:2]1[cH:3][c:4]([N:11]2[CH2:12][CH2:13][O:14][CH2:15][CH2:16]2)[cH:5][cH:6][c:7]1[N+:8]([O-:9])=[O:10].[Pd:19]>>[F:1][c:2]1[cH:3][c:4]([N:11]2[CH2:12][CH2:13][O:14][CH2:15][CH2:16]2)[cH:5][cH:6][c:7]1[NH2:8]. Reactants: Cl(=O)[O-].[Na+] (sodium chlorite), P(=O)(O)(O)[O-].[Na+] (sodium dihydrogenphosphat), C1(CC1)C1=C(C=O)C(=CC(=C1)C(F)(F)F)C(F)(F)F (2-cyclopropyl-4,6-bis-trifluoromethyl-benzaldehyde), C1(CC1)C1=C(C=O)C(=CC(=C1)C(F)(F)F)C(F)(F)F (2-cyclopropyl-4,6-bis-trifluoromethyl-benzaldehyde). Solvent: O (water), C(C)(C)(C)O (tert-butylalcohol), CC(C)=CC (2-methyl-2-butene). Conditions: time 8 hour. Product: C1(CC1)C1=C(C(=O)O)C(=CC(=C1)C(F)(F)F)C(F)(F)F (2-Cyclopropyl-4,6-bis-trifluoromethyl-benzoic acid). RXN SMILES: [CH:1]1([C:4]2[CH:11]=[C:10]([C:12]([F:15])([F:14])[F:13])[CH:9]=[C:8]([C:16]([F:19])([F:18])[F:17])[C:5]=2[CH:6]=[O:7])[CH2:3][CH2:2]1.Cl([O-])=[O:21].[Na+].P([O-])(O)(O)=O.[Na+]>C(O)(C)(C)C.CC(=CC)C.O>[CH:1]1([C:4]2[CH:11]=[C:10]([C:12]([F:15])([F:14])[F:13])[CH:9]=[C:8]([C:16]([F:17])([F:18])[F:19])[C:5]=2[C:6]([OH:21])=[O:7])[CH2:3][CH2:2]1 |f:1.2,3.4|. Procedure details: Crude 2-cyclopropyl-4,6-bis-trifluoromethyl-benzaldehyde (intermediate 0, 1.01 g, 3.58 mmol) was dissolved in 8.5 mL tert-butylalcohol and 4.5 mL 2-methyl-2-butene. At 0° C. a solution of sodium chlorite (340 mg, 3.76 mmol) and sodium dihydrogenphosphat (451 mg, 3.76 mmol) in 3 mL water was added. The reaction mixture was stirred at room temperature overnight. The solvents were evaporated off. The residue was taken up in 1N NaOH and extracted twice with tert-butyl methyl ether. The aqueous phase... Starting materials: COC(CC=1C=C(C(=CC1)OC)C1=C(C=C(C=C1)C(F)(F)F)C=O)=O ((2′-formyl-6-methoxy-4′-trifluoromethyl-biphenyl-3-yl)-acetic acid methyl ester), C1(CC1)N (cyclopropylamine), C(C)(=O)Cl (acetyl chloride). Yields the product C(C)(=O)N(C1CC1)CC1=C(C=CC(=C1)C(F)(F)F)C1=CC(=CC=C1OC)CC(=O)O ({2′-[(Acetyl-cyclopropyl-amino)-methyl]-6-methoxy-4′-trifluoromethyl-biphenyl-3-yl}-acetic acid). Reaction SMILES: C[O:2][C:3](=[O:25])[CH2:4][C:5]1[CH:6]=[C:7]([C:13]2[CH:18]=[CH:17][C:16]([C:19]([F:22])([F:21])[F:20])=[CH:15][C:14]=2[CH:23]=O)[C:8]([O:11][CH3:12])=[CH:9][CH:10]=1.[CH:26]1([NH2:29])[CH2:28][CH2:27]1.[C:30](Cl)(=[O:32])[CH3:31]>>[C:30]([N:29]([CH2:23][C:14]1[CH:15]=[C:16]([C:19]([F:22])([F:21])[F:20])[CH:17]=[CH:18][C:13]=1[C:7]1[C:8]([O:11][CH3:12])=[CH:9][CH:10]=[C:5]([CH2:4][C:3]([OH:25])=[O:2])[CH:6]=1)[CH:26]1[CH2:28][CH2:27]1)(=[O:32])[CH3:31]. Procedure: {2′-[(Acetyl-cyclopropyl-amino)-methyl]-6-methoxy-4′-trifluoromethyl-biphenyl-3-yl}-acetic acid (Compound 1-12) was prepared following the procedures of Example 1 and using (2′-formyl-6-methoxy-4′-trifluoromethyl-biphenyl-3-yl)-acetic acid methyl ester, cyclopropylamine, and acetyl chloride. Reactants: O=Cc1cc2[nH]cnc2c(F)c1Nc1ccc(Br)cc1Cl, CC(C)(C)c1ccc(-c2ccc(C(C)(C)C)cc2)cc1, [Li]COCC, C1CCOC1. The product is CCOCC(=O)c1cc2[nH]cnc2c(F)c1Nc1ccc(Br)cc1Cl. As a reaction SMILES: [Br:26][c:27]1[cH:28][c:29]([Cl:46])[c:30]([NH:33][c:34]2[c:35]([CH:44]=[O:45])[cH:36][c:37]3[c:38]([n:39][cH:40][nH:41]3)[c:42]2[F:43])[cH:31][cH:32]1.[C:6]([c:7]1[cH:8][cH:9][c:10](-[c:11]2[cH:12][cH:13][c:14]([C:15]([CH3:16])([CH3:17])[CH3:18])[cH:19][cH:20]2)[cH:21][cH:22]1)([CH3:23])([CH3:24])[CH3:25].[CH2:1]([CH3:2])[O:3][CH2:4][Li:5].[CH2:47]1[O:48][CH2:49][CH2:50][CH2:51]1>>[CH2:1]([CH3:2])[O:3][CH2:4][C:44]([c:35]1[c:34]([NH:33][c:30]2[c:29]([Cl:46])[cH:28][c:27]([Br:26])[cH:32][cH:31]2)[c:42]([F:43])[c:38]2[c:37]([cH:36]1)[nH:41][cH:40][n:39]2)=[O:45]. Reactants: [Si](C)(C)(C(C)(C)C)OCC1(N(C(CC1)CO)C(=O)OC(C)(C)C)CO[Si](C)(C)C(C)(C)C (tert-butyl 2,2-bis[[tert-butyl(dimethyl)silyl]oxymethyl]-5-(hydroxymethyl)pyrrolidine-1-carboxylate), C1(=CC=C(C=C1)S(=O)(=O)Cl)C (4-toluenesulfonyl chloride). Reagents/catalysts: CN(C1=CC=NC=C1)C (4-dimethylaminopyridine). Solvent: C(Cl)Cl (DCM), C(Cl)Cl (DCM). Run at temperature 25 celsius, time 16 hour. Yields the product [Si](C)(C)(C(C)(C)C)OCC1(N(C(CC1)COS(=O)(=O)C1=CC=C(C=C1)C)C(=O)OC(C)(C)C)CO[Si](C)(C)C(C)(C)C (tert-butyl 2,2-bis[[tert-butyl(dimethyl)silyl]oxymethyl]-5-(p-tolylsulfonyloxymethyl)pyrrolidine-1-carboxylate). Isolated yield 77.6%. Reaction SMILES: [Si:1]([O:8][CH2:9][C:10]1([CH2:24][O:25][Si:26]([C:29]([CH3:32])([CH3:31])[CH3:30])([CH3:28])[CH3:27])[CH2:14][CH2:13][CH:12]([CH2:15][OH:16])[N:11]1[C:17]([O:19][C:20]([CH3:23])([CH3:22])[CH3:21])=[O:18])([C:4]([CH3:7])([CH3:6])[CH3:5])([CH3:3])[CH3:2].[C:33]1([CH3:43])[CH:38]=[CH:37][C:36]([S:39](Cl)(=[O:41])=[O:40])=[CH:35][CH:34]=1>CN(C)C1C=CN=CC=1.C(Cl)Cl>[Si:26]([O:25][CH2:24][C:10]1([CH2:9][O:8][Si:1]([C:4]([CH3:7])([CH3:5])[CH3:6])([CH3:3])[CH3:2])[CH2:14][CH2:13][CH:12]([CH2:15][O:16][S:39]([C:36]2[CH:37]=[CH:38][C:33]([CH3:43])=[CH:34][CH:35]=2)(=[O:41])=[O:40])[N:11]1[C:17]([O:19][C:20]([CH3:21])([CH3:22])[CH3:23])=[O:18])([C:29]([CH3:32])([CH3:31])[CH3:30])([CH3:27])[CH3:28]. Procedure details: To a mixture of tert-butyl 2,2-bis[[tert-butyl(dimethyl)silyl]oxymethyl]-5-(hydroxymethyl)pyrrolidine-1-carboxylate (400 mg, 0.82 mmol) and 4-dimethylaminopyridine (300 mg, 2.45 mmol) in DCM (20 mL) was added 4-toluenesulfonyl chloride (312 mg, 1.64 mmol) at 0° C. The mixture was stirred at 25° C. for 16 h. Then the mixture was diluted with DCM (50 mL) and washed with saturated NH4Cl (50 mL) three times, saturated NaHCO3 (50 mL) three times and water (50 mL) three times, dried over anhydrous sod... Isolated yield 47.7%. The reagents and catalysts are [C].[Pd] (palladium carbon). Run in CO (methanol). Reactants: C(C1=CC=CC=C1)N1CCC(CC1)CCN1C(N2C(C1)=CN=C2C)=O (2-(2-(1-Benzyl-4-piperidinyl)ethyl)-5-methyl-1,2-dihydroimidazo[1,5-c]imidazol-3-one). Reported procedure: 2-(2-(1-Benzyl-4-piperidinyl)ethyl)-5-methyl-1,2-dihydroimidazo[1,5-c]imidazol-3-one (4.0 g) obtained in Example 96a) and 10% palladium carbon (0.8 g) were added to methanol (100 ml), and mixed under hydrogen atmosphere at room temperature for 2 days. The catalyst was filtered off, and the filtrate was concentrated under reduced pressure. The residue was purified with basic silica gel column (ethyl acetate, ethyl acetate/methanol=20/1). The product was recrystallized from ethyl acetate-hexane to... Reaction SMILES: C([N:8]1[CH2:13][CH2:12][CH:11]([CH2:14][CH2:15][N:16]2[CH2:20][C:19]3=[CH:21][N:22]=[C:23]([CH3:24])[N:18]3[C:17]2=[O:25])[CH2:10][CH2:9]1)C1C=CC=CC=1>[C].[Pd].CO>[CH3:24][C:23]1[N:18]2[C:17](=[O:25])[N:16]([CH2:15][CH2:14][CH:11]3[CH2:12][CH2:13][NH:8][CH2:9][CH2:10]3)[CH2:20][C:19]2=[CH:21][N:22]=1 |f:1.2|. The product is CC1=NC=C2N1C(N(C2)CCC2CCNCC2)=O (5-methyl-2-(2-(4-piperidinyl)ethyl)-1,2-dihydroimidazo[1,5-c]imidazol-3-one). The reactants are CCOC(=O)c1ccc2cc(Br)ccc2c1, BrCCBr, CC(C)C[Al+]CC(C)C, C1CCOC1, Cc1ccc(C2=CCC(C)(C)c3ccc(Br)cc32)cc1, [Cl-], [Cl-], [H-], [Mg], [Zn+2], c1ccc(P(c2ccccc2)c2ccccc2)cc1. The product is CCOC(=O)c1ccc2cc(-c3ccc4c(c3)C(c3ccc(C)cc3)=CCC4(C)C)ccc2c1. RXN SMILES: [Br:26][c:27]1[cH:28][c:29]2[cH:30][cH:31][c:32]([C:37](=[O:38])[O:39][CH2:40][CH3:41])[cH:33][c:34]2[cH:35][cH:36]1.[CH2:22]([Br:23])[CH2:24][Br:25].[CH2:62]([Al+:63][CH2:64][CH:65]([CH3:66])[CH3:67])[CH:68]([CH3:69])[CH3:70].[CH2:71]1[O:72][CH2:73][CH2:74][CH2:75]1.[CH3:1][c:2]1[cH:3][cH:4][c:5]([C:8]2=[CH:9][CH2:10][C:11]([CH3:19])([CH3:20])[c:12]3[cH:13][cH:14][c:15]([Br:18])[cH:16][c:17]32)[cH:6][cH:7]1.[Cl-:76].[Cl-:78].[H-:61].[Mg:21].[Zn+2:77].[c:42]1([P:43]([c:44]2[cH:45][cH:46][cH:47][cH:48][cH:49]2)[c:50]2[cH:51][cH:52][cH:53][cH:54][cH:55]2)[cH:56][cH:57][cH:58][cH:59][cH:60]1>>[CH3:1][c:2]1[cH:3][cH:4][c:5]([C:8]2=[CH:9][CH2:10][C:11]([CH3:19])([CH3:20])[c:12]3[cH:13][cH:14][c:15](-[c:27]4[cH:28][c:29]5[cH:30][cH:31][c:32]([C:37](=[O:38])[O:39][CH2:40][CH3:41])[cH:33][c:34]5[cH:35][cH:36]4)[cH:16][c:17]32)[cH:6][cH:7]1. Reactants: C1(=CC=C(C=C1)S(=O)(=O)Cl)C (p-Toluenesulfonyl chloride), ice water, C(C)(C)(C)OC(=O)NCCN1C(=CC2=C(C=CC=C12)C)C(=O)OCC (ethyl 1-(2-tert-butoxycarbonylaminoethyl)-4-methyl-1H-indole-2-carboxylate), FC(C(=O)O)(F)F (trifluoroacetic acid), N (ammonia). Solvent: ClCCl (dichloromethane). Reaction conditions: temperature 0 celsius, time 3 hour. Product: CC1=CC=C(C=C1)S(=O)(=O)NCCN1C(=CC2=C(C=CC=C12)C)C(=O)OCC (ethyl 1-[2-(4-methylphenylsulfonyl) aminoethyl]-4-methyl-1H-indole-2-carboxylate). Isolated yield 87.8%. As a reaction SMILES: C(OC([NH:8][CH2:9][CH2:10][N:11]1[C:19]2[C:14](=[C:15]([CH3:20])[CH:16]=[CH:17][CH:18]=2)[CH:13]=[C:12]1[C:21]([O:23][CH2:24][CH3:25])=[O:22])=O)(C)(C)C.FC(F)(F)C(O)=O.N.[C:34]1([CH3:44])[CH:39]=[CH:38][C:37]([S:40](Cl)(=[O:42])=[O:41])=[CH:36][CH:35]=1>ClCCl>[CH3:44][C:34]1[CH:39]=[CH:38][C:37]([S:40]([NH:8][CH2:9][CH2:10][N:11]2[C:19]3[C:14](=[C:15]([CH3:20])[CH:16]=[CH:17][CH:18]=3)[CH:13]=[C:12]2[C:21]([O:23][CH2:24][CH3:25])=[O:22])(=[O:42])=[O:41])=[CH:36][CH:35]=1. Procedure details: A mixture of ethyl 1-(2-tert-butoxycarbonylaminoethyl)-4-methyl-1H-indole-2-carboxylate (27.2 g, 78.5 mmol), trifluoroacetic acid (75 ml) and dichloromethane (250 ml) was stirred at 0°C. for 3 hours, slowly poured into cold aqueous ammonia, and then extracted twice with ethyl acetate. The extract solution was washed with a 5% aqueous sodium chloride solution and dried over anhydrous magnesium sulfate. The solvent was distilled off under reduced pressure, after which the residue was dissolved in ... Starting materials: CO, Cc1cc(Cl)nc(N)n1, N. Yields the product Cc1cc(N)nc(N)n1. RXN SMILES: [CH3:11][OH:12].[CH3:1][c:2]1[cH:3][c:4]([Cl:5])[n:6][c:7]([NH2:8])[n:9]1.[NH3:10]>>[CH3:1][c:2]1[cH:3][c:4]([NH2:10])[n:6][c:7]([NH2:8])[n:9]1.